Dataset: the Open Reaction Database (ORD), a public repository of structured organic reaction records. Task: describe an organic reaction: reactants, conditions, products, and yield The reactants are [B-](F)(F)(F)F.[B-](F)(F)(F)F.C1C[N+]2(CC[N+]1(CC2)CCl)F (Selectfluor), C(C)(C)(C)OC(NC=1N(N=C(C1)C)C)=O ((2,5-dimethyl-2H-pyrazol-3-yl)-carbamic acid tert-butyl ester). Run in C(Cl)Cl (CH2Cl2), CN(C)C=O (DMF). Conditions: time 1 hour. Product: C(C)(C)(C)OC(NC=1N(N=C(C1F)C)C)=O ((4-Fluoro-2,5-dimethyl-2H-pyrazol-3-yl)-carbamic acid tert-butyl ester). Reaction SMILES: [B-](F)(F)(F)F.[B-](F)(F)(F)F.C1[N+]2(CCl)CC[N+]([F:21])(CC2)C1.[C:22]([O:26][C:27](=[O:36])[NH:28][C:29]1[N:30]([CH3:35])[N:31]=[C:32]([CH3:34])[CH:33]=1)([CH3:25])([CH3:24])[CH3:23]>C(Cl)Cl.CN(C=O)C>[C:22]([O:26][C:27](=[O:36])[NH:28][C:29]1[N:30]([CH3:35])[N:31]=[C:32]([CH3:34])[C:33]=1[F:21])([CH3:25])([CH3:24])[CH3:23] |f:0.1.2|. Procedure: Selectfluor® [140681-55-6] (66 mmol) was added portionwise to a solution of (2,5-dimethyl-2H-pyrazol-3-yl)-carbamic acid tert-butyl ester [1246552-45-3] (32.7 mmol) in CH2Cl2 (800 mL) and DMF (800 mL) at 0° C. and then the reaction was warmed to rt. After 1 h, the mixture was quenched with H2O and extracted with CH2Cl2. The organic phase was dried (Na2SO4), filtered and concentrated. The residue was purified using a RediSep® silica gel column to afford the title compound. ESI-MS: tR=0.83 min, [M... Reactants: CN(CCN1C2=C(CCCC1=O)C=C(C=C2)[N+](=O)[O-])C (1-(2-(dimethylamino)ethyl)-7-nitro-4,5-dihydro-1H-benzo[b]azepin-2(3H)-one), B (borane), C1CCOC1 (THF). Run at time 8 hour. The product is CN(CCN1C2=C(CCCC1)C=C(C=C2)[N+](=O)[O-])C (N,N-Dimethyl-2-(7-nitro-2,3,4,5-tetrahydro-1H-benzo[b]azepin-1-yl)ethanamine). Yield: 74.5%. As a reaction SMILES: [CH3:1][N:2]([CH3:20])[CH2:3][CH2:4][N:5]1[C:11](=O)[CH2:10][CH2:9][CH2:8][C:7]2[CH:13]=[C:14]([N+:17]([O-:19])=[O:18])[CH:15]=[CH:16][C:6]1=2.B.C1COCC1>>[CH3:1][N:2]([CH3:20])[CH2:3][CH2:4][N:5]1[CH2:11][CH2:10][CH2:9][CH2:8][C:7]2[CH:13]=[C:14]([N+:17]([O-:19])=[O:18])[CH:15]=[CH:16][C:6]1=2. Reported procedure: A solution of 1-(2-(dimethylamino)ethyl)-7-nitro-4,5-dihydro-1H-benzo[b]azepin-2(3H)-one (0.8 g, 2.88 mmol) was treated with a solution of 1M borane in THF (28.8 mL, 28.80 mmol). The solution was heated at reflux for 6 hours then stirred at room temperature overnight. After this time, the mixture was cooled to 0° C. and quenched with methanol (20 mL). The mixture was concentrated, dissolved in methanol (20 mL), and heated at reflux for 4 hours. The reaction was concentrated and the residue was s... Starting materials: C[Si]([Si](C)(C)C)(C)C.[Li] (lithium hexamethyl disilane), O.NN (Hydrazine monohydrate), S1C2=C(C=C1)C(CC2)=O (5,6-Dihydro-cyclopenta[b]thiophen-4-one), N(=C=S)C1=C(C=CC=C1)OC (1-Isothiocyanato-2-methoxy-benzene). Run in C(C)(=O)O (acetic acid), C1CCOC1 (THF), O (water). Conditions: time 8 hour. Yields the product S1C=2CC3=C(C2C=C1)NN=C3NC3=C(C=CC=C3)OC ((4,7-Dihydro-1-thia-4,5-diaza-cyclopenta[a]pentalen-6-yl)-(2-methoxy-phenyl)-amine). The yield is 33.0%. Reaction SMILES: [S:1]1[CH:5]=[CH:4][C:3]2[C:6](=O)[CH2:7][CH2:8][C:2]1=2.[N:10]([C:13]1[CH:18]=[CH:17][CH:16]=[CH:15][C:14]=1[O:19][CH3:20])=[C:11]=S.C[Si](C)(C)[Si](C)(C)C.[Li].O.[NH2:31][NH2:32]>C1COCC1.O.C(O)(=O)C>[S:1]1[CH:5]=[CH:4][C:3]2[C:6]3[NH:31][N:32]=[C:11]([NH:10][C:13]4[CH:18]=[CH:17][CH:16]=[CH:15][C:14]=4[O:19][CH3:20])[C:7]=3[CH2:8][C:2]1=2 |f:2.3,4.5,^1:28|. Procedure details: A mixture of 5,6-Dihydro-cyclopenta[b]thiophen-4-one (1.0 g, 7.4 mmol) and 1-Isothiocyanato-2-methoxy-benzene (1.5 g, 7.2 mmol) in THF (2.0 mL) was added to lithium hexamethyl disilane (7.0 mL, 7.2 mmol) dropwise at room temperature. The reaction mixture was stirred for 8 hr. Hydrazine monohydrate (0.4 mL, 7.9 mmol) and glacial acetic acid (0.5 mL) were added to the reaction mixture, which was then heated at the reflux temperature for 24 hr. The resulting mixture was added to water (30 mL) and t... Reactants: CN(C=1C=C(C=CC1)CO)C ((3-(dimethylamino)phenyl)methanol), BrC=1C(=C(C=CC1)O)C (3-bromo-2-methylphenol), CC1(OB(OC1(C)C)C=1C=NNC1)C (4-(4,4,5,5-tetramethyl-1,3,2-dioxaborolan-2-yl)-1H-pyrazole). The product is BrC1=C(C(=CC=C1)OC1CC(CCC1)(C)C)C (1-bromo-3-(3,3-dimethyl-cyclohexyloxy)-2-methyl-benzene). Reaction SMILES: CN(C)[C:3]1[CH:4]=[C:5]([CH2:9]O)[CH:6]=[CH:7][CH:8]=1.[Br:12][C:13]1[C:14]([CH3:20])=[C:15]([OH:19])[CH:16]=[CH:17][CH:18]=1.[CH3:21]C1(C)C(C)(C)OB(C2C=NNC=2)O1>>[Br:12][C:13]1[CH:18]=[CH:17][CH:16]=[C:15]([O:19][CH:3]2[CH2:8][CH2:7][CH2:6][C:5]([CH3:9])([CH3:21])[CH2:4]2)[C:14]=1[CH3:20]. Procedure details: The title compound was prepared by substituting 3,3-dimethylcyclohexanol for (3-(dimethylamino)phenyl)methanol and 3-bromo-2-methylphenol for 4-(4,4,5,5-tetramethyl-1,3,2-dioxaborolan-2-yl)-1H-pyrazole in EXAMPLE 34A. Starting materials: COC1=C(C(=CC=C1)OC)C(C(=O)OCC)NCC1=CC=C(C=C1)OC(F)(F)F (ethyl 2-(2,6-dimethoxyphenyl)-2-((4-(trifluoromethoxy)benzyl)amino)acetate), [H-].[H-].[H-].[H-].[Li+].[Al+3] (LiAlH4), O (Water), [OH-].[Na+] (NaOH), O (water). The solvent is C1CCOC1 (THF), C1CCOC1 (THF). Reaction conditions: time 1 hour. Yields the product COC1=C(C(=CC=C1)OC)C(CO)NCC1=CC=C(C=C1)OC(F)(F)F (2-(2,6-dimethoxyphenyl)-2-((4-(trifluoromethoxy)benzyl)-amino)ethanol). As a reaction SMILES: [H-].[H-].[H-].[H-].[Li+].[Al+3].[CH3:7][O:8][C:9]1[CH:14]=[CH:13][CH:12]=[C:11]([O:15][CH3:16])[C:10]=1[CH:17]([NH:23][CH2:24][C:25]1[CH:30]=[CH:29][C:28]([O:31][C:32]([F:35])([F:34])[F:33])=[CH:27][CH:26]=1)[C:18](OCC)=[O:19].O.[OH-].[Na+]>C1COCC1>[CH3:16][O:15][C:11]1[CH:12]=[CH:13][CH:14]=[C:9]([O:8][CH3:7])[C:10]=1[CH:17]([NH:23][CH2:24][C:25]1[CH:30]=[CH:29][C:28]([O:31][C:32]([F:33])([F:35])[F:34])=[CH:27][CH:26]=1)[CH2:18][OH:19] |f:0.1.2.3.4.5,8.9|. Procedure details: A cooled (0° C.) mixture of LiAlH4 (6 mg; 0.15 mmol) in anh. THF (1 ml) was treated dropwise with a solution of ethyl 2-(2,6-dimethoxyphenyl)-2-((4-(trifluoromethoxy)benzyl)amino)acetate (65 mg; 0.15 mmol) in anh. THF (1 ml). The resulting mixture was further stirred at rt, under nitrogen, for 1 h. Water (6 μl), 15% aq. NaOH (6 μl), and water (18 μl) were then successively added, and the heterogeneous mixture was filtered. The filtrate was concentrated to dryness under reduced pressure, and the ... Starting materials: O=C([O-])[O-], CN(C)C=O, Fc1cccc(CBr)c1, [K+], [K+], O=C(C=CC1CCNCC1)c1ccc([N+](=O)[O-])cc1, O. Yields the product O=C(C=CC1CCN(Cc2cccc(F)c2)CC1)c1ccc([N+](=O)[O-])cc1. As a reaction SMILES: [C:10](=[O:11])([O-:12])[O-:13].[CH3:36][N:37]([CH3:38])[CH:39]=[O:40].[F:1][c:2]1[cH:3][c:4]([CH2:5][Br:6])[cH:7][cH:8][cH:9]1.[K+:14].[K+:15].[NH:16]1[CH2:17][CH2:18][CH:19]([CH:22]=[CH:23][C:24](=[O:25])[c:26]2[cH:27][cH:28][c:29]([N+:32](=[O:33])[O-:34])[cH:30][cH:31]2)[CH2:20][CH2:21]1.[OH2:35]>>[F:1][c:2]1[cH:3][c:4]([CH2:5][N:16]2[CH2:17][CH2:18][CH:19]([CH:22]=[CH:23][C:24](=[O:25])[c:26]3[cH:27][cH:28][c:29]([N+:32](=[O:33])[O-:34])[cH:30][cH:31]3)[CH2:20][CH2:21]2)[cH:7][cH:8][cH:9]1. Starting materials: C(C)OC(=O)C1=C(C=2C=NC=CC2N1C)N (3-amino-1-methyl-1H-pyrrolo[3,2-c]pyridine-2-carboxylic acid ethyl ester), ClC1=C(C=CC(=C1)C(C)C)OS(=O)(=O)C(F)(F)F (trifluoro-methanesulfonic acid 2-chloro-4-isopropyl-phenyl ester), CC1(C2=C(C(=CC=C2)P(C3=CC=CC=C3)C4=CC=CC=C4)OC5=C(C=CC=C51)P(C6=CC=CC=C6)C7=CC=CC=C7)C (Xantphos), [O-]P(=O)([O-])[O-].[K+].[K+].[K+] (K3PO4). The reagents and catalysts are C=1C=CC(=CC1)/C=C/C(=O)/C=C/C2=CC=CC=C2.C=1C=CC(=CC1)/C=C/C(=O)/C=C/C2=CC=CC=C2.C=1C=CC(=CC1)/C=C/C(=O)/C=C/C2=CC=CC=C2.[Pd].[Pd] (Pd2dba3). Solvent: C1(=CC=CC=C1)C (toluene). Yields the product C(C)OC(=O)C1=C(C=2C=NC=CC2N1C)NC1=C(C=C(C=C1)C(C)C)Cl (3-(2-Chloro-4-isopropyl-phenylamino)-1-methyl-1H-pyrrolo[3,2-c]pyridine-2-carboxylic acid ethyl ester). Yield: 23.1%. RXN SMILES: [CH2:1]([O:3][C:4]([C:6]1[N:14]([CH3:15])[C:13]2[CH:12]=[CH:11][N:10]=[CH:9][C:8]=2[C:7]=1[NH2:16])=[O:5])[CH3:2].[Cl:17][C:18]1[CH:23]=[C:22]([CH:24]([CH3:26])[CH3:25])[CH:21]=[CH:20][C:19]=1OS(C(F)(F)F)(=O)=O.CC1(C)C2C(=C(P(C3C=CC=CC=3)C3C=CC=CC=3)C=CC=2)OC2C(P(C3C=CC=CC=3)C3C=CC=CC=3)=CC=CC1=2.[O-]P([O-])([O-])=O.[K+].[K+].[K+]>C1(C)C=CC=CC=1.C1C=CC(/C=C/C(/C=C/C2C=CC=CC=2)=O)=CC=1.C1C=CC(/C=C/C(/C=C/C2C=CC=CC=2)=O)=CC=1.C1C=CC(/C=C/C(/C=C/C2C=CC=CC=2)=O)=CC=1.[Pd].[Pd]>[CH2:1]([O:3][C:4]([C:6]1[N:14]([CH3:15])[C:13]2[CH:12]=[CH:11][N:10]=[CH:9][C:8]=2[C:7]=1[NH:16][C:19]1[CH:20]=[CH:21][C:22]([CH:24]([CH3:26])[CH3:25])=[CH:23][C:18]=1[Cl:17])=[O:5])[CH3:2] |f:3.4.5.6,8.9.10.11.12|. Procedure: A degassed solution of 3-amino-1-methyl-1H-pyrrolo[3,2-c]pyridine-2-carboxylic acid ethyl ester (300 mg, 1.4 mmol), trifluoro-methanesulfonic acid 2-chloro-4-isopropyl-phenyl ester (700 mg, 2.3 mmol), Pd2dba3 (63 mg, 0.068 mmol), Xantphos (79 mg, 0.14 mmol) and K3PO4 (0.58 g, 2.7 mmol) in toluene (10 ml) was heated at 120° C. for 18 hours. The reaction mixture was cooled to ambient temperature then filtered through a pad of Celite®. The filtrate was concentrated in vacuo to give a brown gum. The... The reactants are compound 32, NC1=C(OCCCC(=O)OCC)C=CC=C1 (ethyl 4-(2-aminophenoxy)butyrate), CC=1C=C(CN2C=CC3=CC(=CC=C23)/C(=C/C(=O)O)/C)C=CC1 (3-[1-(3-methylbenzyl)indole-5-yl]isocrotonic acid). Product: CC=1C=C(CN2C=CC3=CC(=CC=C23)/C(=C/C(=O)NC2=C(OCCCC(=O)O)C=CC=C2)/C)C=CC1 (4-{2-[3-[1-(3-methylbenzyl)indol-5-yl]isocrotonoylamino]phenoxy}butyric acid). As a reaction SMILES: [NH2:1][C:2]1[CH:16]=[CH:15][CH:14]=[CH:13][C:3]=1[O:4][CH2:5][CH2:6][CH2:7][C:8]([O:10]CC)=[O:9].[CH3:17][C:18]1[CH:19]=[C:20]([CH:37]=[CH:38][CH:39]=1)[CH2:21][N:22]1[C:30]2[C:25](=[CH:26][C:27](/[C:31](/[CH3:36])=[CH:32]/[C:33](O)=[O:34])=[CH:28][CH:29]=2)[CH:24]=[CH:23]1>>[CH3:17][C:18]1[CH:19]=[C:20]([CH:37]=[CH:38][CH:39]=1)[CH2:21][N:22]1[C:30]2[C:25](=[CH:26][C:27](/[C:31](/[CH3:36])=[CH:32]/[C:33]([NH:1][C:2]3[CH:16]=[CH:15][CH:14]=[CH:13][C:3]=3[O:4][CH2:5][CH2:6][CH2:7][C:8]([OH:10])=[O:9])=[O:34])=[CH:28][CH:29]=2)[CH:24]=[CH:23]1. Procedure details: 327 mg of compound 32 was obtained in a similar manner to those described in the Examples 1 and 2 using 566 mg of ethyl 4-(2-aminophenoxy)butyrate and 387 mg of 3-[1-(3-methylbenzyl)indole-5-yl]isocrotonic acid obtained according to the procedures described in the Reference Examples 1-4. Reactants: Cl (hydrochloride), N([C@H](CC1=CC=CC=C1)C(=O)N1[C@H](C(=O)O)CCC1)(C)C(=O)OC(C)(C)C (Boc-N-Me-D-Phe-ProOH), 3-(2-amino-ethyl)-2,5-dihydropyrrole-1-(N,N'-di-tert.-butoxycarbonyl) carboxamidine. Yields the product N([C@H](CC1=CC=CC=C1)C(=O)N1[C@H](C(=O)O)CCC1)C (N-Me-D-Phe-Pro). RXN SMILES: Cl.[N:2](C(OC(C)(C)C)=O)([CH3:21])[C@@H:3]([C:11]([N:13]1[CH2:20][CH2:19][CH2:18][C@H:14]1[C:15]([OH:17])=[O:16])=[O:12])[CH2:4][C:5]1[CH:10]=[CH:9][CH:8]=[CH:7][CH:6]=1>>[NH:2]([CH3:21])[C@@H:3]([C:11]([N:13]1[CH2:20][CH2:19][CH2:18][C@H:14]1[C:15]([OH:17])=[O:16])=[O:12])[CH2:4][C:5]1[CH:6]=[CH:7][CH:8]=[CH:9][CH:10]=1. Procedure: The title compound was synthesized as hydrochloride from Boc-N-Me-D-Phe-ProOH (Bajusz et al., J. Med. Chem. 1990, 33, 1729-1735) and 3-(2-amino-ethyl)-2,5-dihydropyrrole-1-(N,N'-di-tert.-butoxycarbonyl) carboxamidine (example 3 k) by the same method as described in example 31). FAB-MS: m/z 412 MH+. Reactants: NC1=C2C(N(C(C2=CC=C1)=O)C1C(NC(CC1)=O)=O)=O (4-amino-2-(2,6-dioxo(3-piperidyl))isoindoline-1,3-dione), C(C)(=O)OCC(=O)Cl ((chlorocarbonyl)methyl acetate). The solvent is C1CCOC1 (THF). Yields the product C(C)(=O)OCC(NC1=C2C(N(C(C2=CC=C1)=O)C1C(NC(CC1)=O)=O)=O)=O ({N-[2-(2,6-dioxo(3-piperidyl))-1,3-dioxoisoindolin-4-yl]carbamoyl}methyl acetate). Isolated yield 75.0%. Reaction SMILES: [NH2:1][C:2]1[CH:10]=[CH:9][CH:8]=[C:7]2[C:3]=1[C:4](=[O:20])[N:5]([CH:12]1[CH2:17][CH2:16][C:15](=[O:18])[NH:14][C:13]1=[O:19])[C:6]2=[O:11].[C:21]([O:24][CH2:25][C:26](Cl)=[O:27])(=[O:23])[CH3:22]>C1COCC1>[C:21]([O:24][CH2:25][C:26](=[O:27])[NH:1][C:2]1[CH:10]=[CH:9][CH:8]=[C:7]2[C:3]=1[C:4](=[O:20])[N:5]([CH:12]1[CH2:17][CH2:16][C:15](=[O:18])[NH:14][C:13]1=[O:19])[C:6]2=[O:11])(=[O:23])[CH3:22]. Procedure: To a stirred suspension of 4-amino-2-(2,6-dioxo(3-piperidyl))isoindoline-1,3-dione (0.55 g, 2.0 mmol) in THF (30 ml) was added (chlorocarbonyl)methyl acetate (0.55 g, 4.0 mmol). The mixture was heated to reflux for 18 hours. The solvent was evaporated in vacuo and the resulting solid was slurried in diethyl ether (20 ml) and filtered to give 0.56 g (75%) of product as an off-white solid: mp 234–236° C.; 1H NMR (DMSO-d6) δ 11.15 (s, 1H), 10.06 (s, 1H), 8.55 (d, J=8.3 Hz, 1H), 7.87 (t, J=8.0 Hz, 1...